From a dataset of the Open Reaction Database (ORD), a public repository of structured organic reaction records. describe an organic reaction: reactants, conditions, products, and yield Starting materials: C(C)(=O)C=1C=C(C#N)C=CC1 (3-Acetylbenzonitrile), COC(N(C)C)OC (1,1-dimethoxy-N,N-dimethylmethanamine). Run at temperature 120 celsius. Product: CN(/C=C/C(=O)C=1C=C(C#N)C=CC1)C (3-[(2E)-3-(dimethylamino)prop-2-enoyl]-benzonitrile). Reaction SMILES: [C:1]([C:4]1[CH:5]=[C:6]([CH:9]=[CH:10][CH:11]=1)[C:7]#[N:8])(=[O:3])[CH3:2].CO[CH:14](OC)[N:15]([CH3:17])[CH3:16]>>[CH3:14][N:15]([CH3:17])/[CH:16]=[CH:2]/[C:1]([C:4]1[CH:5]=[C:6]([CH:9]=[CH:10][CH:11]=1)[C:7]#[N:8])=[O:3]. Reported procedure: 3-Acetylbenzonitrile (0.435 g, 0.00300 mol) and 1,1-dimethoxy-N,N-dimethylmethanamine (0.400 mL, 0.00301 mol) were combined and heated in sealed tube to 120° C. in the microwave for 15 min. The reaction was then allowed to cool to rt giving the 3-[(2E)-3-(dimethylamino)prop-2-enoyl]-benzonitrile as a red-orange crystalline material, LC/MS (M+H)+: 201. The reactants are Brc1c2ccc(n2)c(-c2ccccc2)c2ccc(cc3ccc(n3)c(-c3ccccc3)c3ccc1[nH]3)[nH]2, CC(=O)[O-], O=C([O-])[O-], CC(=O)[O-], C1CCOC1, CCOC(C)=O, [Cs+], [Cs+], Nc1ccccc1, P, [Pd+2], c1ccc(P(c2ccccc2)c2ccccc2Oc2ccccc2P(c2ccccc2)c2ccccc2)cc1. Product: c1ccc(Nc2c3ccc(n3)c(-c3ccccc3)c3ccc(cc4ccc(n4)c(-c4ccccc4)c4ccc2[nH]4)[nH]3)cc1. Reaction SMILES: [Br:1][c:2]1[c:3]2[cH:4][cH:5][c:6]([nH:7]2)[c:8](-[c:32]2[cH:33][cH:34][cH:35][cH:36][cH:37]2)[c:9]2[cH:10][cH:11][c:12]([cH:13][c:14]3[cH:15][cH:16][c:17]([c:18](-[c:24]4[cH:25][cH:26][cH:27][cH:28][cH:29]4)[c:19]4[cH:20][cH:21][c:22]1[n:23]4)[nH:30]3)[n:31]2.[C:101]([O-:102])(=[O:103])[CH3:104].[C:85](=[O:86])([O-:87])[O-:88].[C:96]([O-:97])(=[O:98])[CH3:99].[CH2:91]1[O:92][CH2:93][CH2:94][CH2:95]1.[CH3:105][CH2:106][O:107][C:108](=[O:109])[CH3:110].[Cs+:89].[Cs+:90].[NH2:38][c:39]1[cH:40][cH:41][cH:42][cH:43][cH:44]1.[PH3:84].[Pd+2:100].[c:45]1([P:46]([c:47]2[cH:48][cH:49][cH:50][cH:51][cH:52]2)[c:53]2[cH:54][cH:55][cH:56][cH:57][c:58]2[O:59][c:60]2[cH:61][cH:62][cH:63][cH:64][c:65]2[P:66]([c:67]2[cH:68][cH:69][cH:70][cH:71][cH:72]2)[c:73]2[cH:74][cH:75][cH:76][cH:77][cH:78]2)[cH:79][cH:80][cH:81][cH:82][cH:83]1>>[c:2]1([NH:38][c:39]2[cH:40][cH:41][cH:42][cH:43][cH:44]2)[c:3]2[cH:4][cH:5][c:6]([nH:7]2)[c:8](-[c:32]2[cH:33][cH:34][cH:35][cH:36][cH:37]2)[c:9]2[cH:10][cH:11][c:12]([cH:13][c:14]3[cH:15][cH:16][c:17]([c:18](-[c:24]4[cH:25][cH:26][cH:27][cH:28][cH:29]4)[c:19]4[cH:20][cH:21][c:22]1[n:23]4)[nH:30]3)[n:31]2. Starting materials: [K+], [OH-], CCOC(=O)c1cc2cc(-c3ccccc3)ccc2o1. The product is O=C(O)c1cc2cc(-c3ccccc3)ccc2o1. As a reaction SMILES: [K+:22].[OH-:21].[c:1]1(-[c:7]2[cH:8][cH:9][c:10]3[c:11]([cH:12][c:13]([C:15](=[O:16])[O:17][CH2:18][CH3:19])[o:14]3)[cH:20]2)[cH:2][cH:3][cH:4][cH:5][cH:6]1>>[c:1]1(-[c:7]2[cH:8][cH:9][c:10]3[c:11]([cH:12][c:13]([C:15](=[O:16])[OH:17])[o:14]3)[cH:20]2)[cH:2][cH:3][cH:4][cH:5][cH:6]1. Starting materials: N1(CCCCCC1)CCCN1C(C2=CC=CC=C2C1=O)=O (2-(3-(azepan-1-yl)propyl)isoindoline-1,3-dione), NN (hydrazine), C(=O)(C(F)(F)F)O (TFA). Run in C(C)O (Ethanol). Product: N1(CCCCCC1)CCCN (3-(azepan-1-yl)propan-1-amine). As a reaction SMILES: [N:1]1([CH2:8][CH2:9][CH2:10][N:11]2C(=O)C3C(=CC=CC=3)C2=O)[CH2:7][CH2:6][CH2:5][CH2:4][CH2:3][CH2:2]1.NN.C(O)(C(F)(F)F)=O>C(O)C>[N:1]1([CH2:8][CH2:9][CH2:10][NH2:11])[CH2:7][CH2:6][CH2:5][CH2:4][CH2:3][CH2:2]1. Reported procedure: To a solution of 2-(3-(azepan-1-yl)propyl)isoindoline-1,3-dione (3.5 g) in Ethanol (20 mL) was added hydrazine (0.58 mL). The reaction mixture was reflux for 13 h and then cooled down to room temperature. TFA (2.0 mL) was added, the resulted white solid was filtered and the solvent was evaporated to give 3-(azepan-1-yl)propan-1-amine, used without further purification. Run at temperature 30 celsius, time 4 hour. Procedure details: 1.0 g of pig liver esterase produced by Sigma [PLE (27 kU/g), lyophilized product, product number: E3019] was dissolved in a 0.1 mol/L phosphate buffer adjusted to pH 7.5 (90 mL), and the solution was added with a solution of diethyl 2-t-butyloxycarbonylamino-2-(benzyloxycarbonylmethyl)malonate (1.0 g) dissolved in acetonitrile (10 mL). The mixture was stirred at 30° C. for 4 hours to produce the title compound. Optical purity measured by HPLC was 78.1% ee. After completion of the reaction, the ... Run in P(=O)([O-])([O-])[O-] (phosphate), C(C)#N (acetonitrile). Reactants: C(C)(C)(C)OC(=O)NC(C(=O)OCC)(C(=O)OCC)CC(=O)OCC1=CC=CC=C1 (diethyl 2-t-butyloxycarbonylamino-2-(benzyloxycarbonylmethyl)malonate). As a reaction SMILES: [C:1]([O:5][C:6]([NH:8][C:9]([CH2:20][C:21]([O:23][CH2:24][C:25]1[CH:30]=[CH:29][CH:28]=[CH:27][CH:26]=1)=[O:22])([C:15]([O:17]CC)=[O:16])[C:10]([O:12][CH2:13][CH3:14])=[O:11])=[O:7])([CH3:4])([CH3:3])[CH3:2]>P([O-])([O-])([O-])=O.C(#N)C>[C:1]([O:5][C:6]([NH:8][C@@:9]([C:10]([O:12][CH2:13][CH3:14])=[O:11])([C:15]([OH:17])=[O:16])[CH2:20][C:21]([O:23][CH2:24][C:25]1[CH:30]=[CH:29][CH:28]=[CH:27][CH:26]=1)=[O:22])=[O:7])([CH3:3])([CH3:4])[CH3:2]. The product is C(C)(C)(C)OC(=O)N[C@](CC(=O)OCC1=CC=CC=C1)(C(=O)O)C(=O)OCC ((R)-1-benzyl hydrogen 3-t-butyloxycarbonylamino-3-ethoxycarbonylsuccinate). Starting materials: NC1=C(C=NN1C1=CC=C(C=C1)F)C(C1=CC(=CC=C1)OCC(=O)OC(C)(C)C)=O (5-amino-4-[3-(tert-butoxycarbonylmethyloxy)benzoyl]-1-(4-fluorophenyl)pyrazole), FC(C(=O)O)(F)F (trifluoroacetic acid). The solvent is C(Cl)Cl (methylene chloride). Conditions: time 8 hour. Yields the product NC1=C(C=NN1C1=CC=C(C=C1)F)C(C1=CC(=CC=C1)OCC(=O)O)=O (5-amino-4-[3-(carboxymethyloxy)benzoyl]-1-(4-fluorophenyl)pyrazole). Isolated yield 68.2%. RXN SMILES: [NH2:1][C:2]1[N:6]([C:7]2[CH:12]=[CH:11][C:10]([F:13])=[CH:9][CH:8]=2)[N:5]=[CH:4][C:3]=1[C:14](=[O:30])[C:15]1[CH:20]=[CH:19][CH:18]=[C:17]([O:21][CH2:22][C:23]([O:25]C(C)(C)C)=[O:24])[CH:16]=1.FC(F)(F)C(O)=O>C(Cl)Cl>[NH2:1][C:2]1[N:6]([C:7]2[CH:8]=[CH:9][C:10]([F:13])=[CH:11][CH:12]=2)[N:5]=[CH:4][C:3]=1[C:14](=[O:30])[C:15]1[CH:20]=[CH:19][CH:18]=[C:17]([O:21][CH2:22][C:23]([OH:25])=[O:24])[CH:16]=1. Procedure details: A mixture of 5-amino-4-[3-(tert-butoxycarbonylmethyloxy)benzoyl]-1-(4-fluorophenyl)pyrazole (1.0 g, 3.3 mmol) and trifluoroacetic acid (15 ml, 194 mmol) in methylene chloride (15 ml) was stirred overnight at room temperature. The organics were removed in vacuo and the residue was dissolved in toluene. The solution was concentrated and the residue was triturated between ethyl acetate and hexane to give 5-amino-4-[3-(carboxymethyloxy)benzoyl]-1-(4-fluorophenyl)pyrazole (0.8 g) as a solid. The reactants are Cl (hydrochloric acid), [N+](=O)([O-])C1=CC=C(C=C1)N1CCC(CC1)C(=O)OC (methyl 1-(4-nitrophenyl)piperidine-4-carboxylate), C([O-])([O-])=O.[Na+].[Na+] (sodium carbonate). The reagents and catalysts are [Fe] (iron). Solvent: CO.O (methanol water). Conditions: temperature 65 celsius, time 3 hour. The product is NC1=CC=C(C=C1)N1CCC(CC1)C(=O)OC (methyl 1-(4-aminophenyl)piperidine-4-carboxylate). Isolated yield 95.0%. RXN SMILES: [N+:1]([C:4]1[CH:9]=[CH:8][C:7]([N:10]2[CH2:15][CH2:14][CH:13]([C:16]([O:18][CH3:19])=[O:17])[CH2:12][CH2:11]2)=[CH:6][CH:5]=1)([O-])=O.Cl.C(=O)([O-])[O-].[Na+].[Na+]>CO.O.[Fe]>[NH2:1][C:4]1[CH:9]=[CH:8][C:7]([N:10]2[CH2:11][CH2:12][CH:13]([C:16]([O:18][CH3:19])=[O:17])[CH2:14][CH2:15]2)=[CH:6][CH:5]=1 |f:2.3.4,5.6|. Reported procedure: To a mixture of methyl 1-(4-nitrophenyl)piperidine-4-carboxylate (3.80 g) and iron powder (3.20 g) in methanol/water (40 mL/10 mL) was added conc. hydrochloric acid (2 mL) at room temperature. The reaction mixture was stirred at 65° C. for 3 hr. The reaction mixture was adjusted to pH=9 with saturated sodium carbonate, and the insoluble substance was removed by the filtration. The filtrate was concentrated under reduced pressure, and the residue was extracted with ethyl acetate. The organic laye... The reactants are OC=1C=C(C=O)C=CC1 (3-hydroxy-benzaldehyde), O1CCCC=C1 (3,4-dihydro-2H-pyran), C1(=CC=C(C=C1)S(=O)(=O)[O-])C.[NH+]1=CC=CC=C1 (pyridinium p-toluenesulfonate). Run in C(Cl)Cl (methylene chloride). Run at time 8 hour. The product is O1C(CCCC1)OC=1C=C(C=O)C=CC1 (3-(Tetrahydro-pyran-2-yloxy)-benzaldehyde). Reaction SMILES: [OH:1][C:2]1[CH:3]=[C:4]([CH:7]=[CH:8][CH:9]=1)[CH:5]=[O:6].[O:10]1[CH:15]=[CH:14][CH2:13][CH2:12][CH2:11]1.C1(C)C=CC(S([O-])(=O)=O)=CC=1.[NH+]1C=CC=CC=1>C(Cl)Cl>[O:10]1[CH2:15][CH2:14][CH2:13][CH2:12][CH:11]1[O:1][C:2]1[CH:3]=[C:4]([CH:7]=[CH:8][CH:9]=1)[CH:5]=[O:6] |f:2.3|. Procedure details: To a solution of 3-hydroxy-benzaldehyde (6.51 g, 53.3 mmol) and 3,4-dihydro-2H-pyran (7.3 mL, 80.0 mmol) in 150 mL methylene chloride was added pyridinium p-toluenesulfonate (1.34 g, 5.33 mmol). The reaction mixture was stirred at room temperature overnight. The layers were separated and the organic layer was washed with saturated aqueous sodium bicarbonate. The organic layer was dried (magnesium sulfate), filtered, and concentrated. Medium pressure silica gel chromatography of the residue (5% e...